Dataset: the Open Reaction Database (ORD), a public repository of structured organic reaction records. Task: describe an organic reaction: reactants, conditions, products, and yield The reactants are O=C1c2ccc(-c3ccc(Cl)cc3Cl)cc2C2CN(Cc3ccccc3)CCC12, CO, [OH-], [OH-], [Pd+2]. Yields the product O=C1c2ccc(-c3ccc(Cl)cc3Cl)cc2C2CNCCC12. RXN SMILES: [CH2:1]([c:2]1[cH:3][cH:4][cH:5][cH:6][cH:7]1)[N:8]1[CH2:9][CH2:10][CH:11]2[C:12](=[O:29])[c:13]3[cH:14][cH:15][c:16](-[c:21]4[c:22]([Cl:28])[cH:23][c:24]([Cl:27])[cH:25][cH:26]4)[cH:17][c:18]3[CH:19]2[CH2:20]1.[CH3:30][OH:31].[OH-:32].[OH-:33].[Pd+2:34]>>[NH:8]1[CH2:9][CH2:10][CH:11]2[C:12](=[O:29])[c:13]3[cH:14][cH:15][c:16](-[c:21]4[c:22]([Cl:28])[cH:23][c:24]([Cl:27])[cH:25][cH:26]4)[cH:17][c:18]3[CH:19]2[CH2:20]1. Starting materials: CC(=O)O, CC(=O)O[BH-](OC(C)=O)OC(C)=O, CC=O, CC(Cl)Cl, O=c1cccnn1-c1ccc(-c2ccc(N3CCC4CNCC43)cc2)cc1, [Na+], [Na+], O=C([O-])O. Yields the product CCN1CC2CCN(c3ccc(-c4ccc(-n5ncccc5=O)cc4)cc3)C2C1. Reaction SMILES: [C:31]([OH:32])(=[O:33])[CH3:34].[C:35]([O:36][BH-:37]([O:38][C:39](=[O:40])[CH3:41])[O:42][C:43](=[O:44])[CH3:45])(=[O:46])[CH3:47].[CH:28]([CH3:29])=[O:30].[Cl:49][CH:50]([Cl:51])[CH3:52].[N:1]1([c:9]2[cH:10][cH:11][c:12](-[c:15]3[cH:16][cH:17][c:18](-[n:21]4[n:22][cH:23][cH:24][cH:25][c:26]4=[O:27])[cH:19][cH:20]3)[cH:13][cH:14]2)[CH:2]2[CH:3]([CH2:4][CH2:5]1)[CH2:6][NH:7][CH2:8]2.[Na+:48].[Na+:57].[O-:53][C:54]([OH:55])=[O:56]>>[N:1]1([c:9]2[cH:10][cH:11][c:12](-[c:15]3[cH:16][cH:17][c:18](-[n:21]4[n:22][cH:23][cH:24][cH:25][c:26]4=[O:27])[cH:19][cH:20]3)[cH:13][cH:14]2)[CH:2]2[CH:3]([CH2:4][CH2:5]1)[CH2:6][N:7]([CH2:28][CH3:29])[CH2:8]2. Starting materials: CI, CO, CN(C)CCCCc1ccccc1. Product: C[N+](C)(C)CCCCc1ccccc1, [I-]. Reaction SMILES: [CH3:14][I:15].[CH3:16][OH:17].[CH3:1][N:2]([CH3:3])[CH2:4][CH2:5][CH2:6][CH2:7][c:8]1[cH:9][cH:10][cH:11][cH:12][cH:13]1>>[CH3:1][N+:2]([CH3:3])([CH2:4][CH2:5][CH2:6][CH2:7][c:8]1[cH:9][cH:10][cH:11][cH:12][cH:13]1)[CH3:14].[I-:15]. The reactants are CO (methanol), C(C)(=O)OC (methyl acetate), Cl (hydrogen chloride), Cl (hydrochloride), nitrile, S1C(=CC=C1)CCNC(C#N)C1=C(C=CC=C1)Cl ([2-(2-thienyl)ethylamino](2-chlorophenyl)acetonitrile), ( I ). Run at temperature 22.5 celsius, time 6 hour. The product is Cl.S1C(=CC=C1)CCNC(C(=O)N)C1=C(C=CC=C1)Cl ([2-(2-thienyl)ethylamino](2-chlorophenyl)acetamide hydrochloride). As a reaction SMILES: C(OC)(=[O:3])C.Cl.[S:7]1[CH:11]=[CH:10][CH:9]=[C:8]1[CH2:12][CH2:13][NH:14][CH:15]([C:18]1[CH:23]=[CH:22][CH:21]=[CH:20][C:19]=1[Cl:24])[C:16]#[N:17].CO>>[ClH:24].[S:7]1[CH:11]=[CH:10][CH:9]=[C:8]1[CH2:12][CH2:13][NH:14][CH:15]([C:18]1[CH:23]=[CH:22][CH:21]=[CH:20][C:19]=1[Cl:24])[C:16]([NH2:17])=[O:3] |f:4.5|. Procedure: Into 1200 ml of methyl acetate 204 g (5.6 mol) of hydrogen chloride gas is introduced at 15-25° C., and to the solution 221.4 g (0.8 mol) of the [2-(2-thienyl)ethylamino](2-chlorophenyl)acetonitrile of formula (I), prepared as described in Example 1., and 48 ml (1.2 mol) of methanol are added and the mixture is stirred at 20-25° C. for 6 hours. In the course of the reaction first the hydrochloride of the starting “nitrile”, then gradually the hydrochloride of the resulting “acid amide” precipita... Reactants: C1COCCN1, COc1ccc2c(-c3ccnc(NC4CC4)n3)cnn2n1. Yields the product Oc1ccc2c(-c3ccnc(NC4CC4)n3)cnn2n1. Reaction SMILES: [CH2:22]1[NH:23][CH2:24][CH2:25][O:26][CH2:27]1.[CH:1]1([NH:4][c:5]2[n:6][cH:7][cH:8][c:9](-[c:11]3[cH:12][n:13][n:14]4[n:15][c:16]([O:20][CH3:21])[cH:17][cH:18][c:19]34)[n:10]2)[CH2:2][CH2:3]1>>[CH:1]1([NH:4][c:5]2[n:6][cH:7][cH:8][c:9](-[c:11]3[cH:12][n:13][n:14]4[n:15][c:16]([OH:20])[cH:17][cH:18][c:19]34)[n:10]2)[CH2:2][CH2:3]1. The reactants are BrCc1ccccc1, OCCCc1ccc(Br)cn1, CN(C)C=O, [H-], [Na+]. The product is Brc1ccc(CCCOCc2ccccc2)nc1. Reaction SMILES: [Br:12][CH2:13][c:14]1[cH:15][cH:16][cH:17][cH:18][cH:19]1.[Br:1][c:2]1[cH:3][cH:4][c:5]([CH2:8][CH2:9][CH2:10][OH:11])[n:6][cH:7]1.[CH3:22][N:23]([CH3:24])[CH:25]=[O:26].[H-:20].[Na+:21]>>[Br:1][c:2]1[cH:3][cH:4][c:5]([CH2:8][CH2:9][CH2:10][O:11][CH2:13][c:14]2[cH:15][cH:16][cH:17][cH:18][cH:19]2)[n:6][cH:7]1.